From a dataset of the Open Reaction Database (ORD), a public repository of structured organic reaction records. describe an organic reaction: reactants, conditions, products, and yield Product: CS(=O)Cc1ccc(Cl)nc1. Reactants: CO, ClC(Cl)Cl, O=C(OO)c1cccc(Cl)c1, CSCc1ccc(Cl)nc1. Reaction SMILES: [CH3:22][OH:23].[CH:24]([Cl:25])([Cl:26])[Cl:27].[Cl:11][c:12]1[cH:13][cH:14][cH:15][c:16]([C:17]([O:18][OH:20])=[O:19])[cH:21]1.[Cl:1][c:2]1[n:3][cH:4][c:5]([CH2:8][S:9][CH3:10])[cH:6][cH:7]1>>[Cl:1][c:2]1[n:3][cH:4][c:5]([CH2:8][S:9]([CH3:10])=[O:19])[cH:6][cH:7]1. The reactants are NC=1C=CC(=NC1)OC1=C(C=C(C(=O)OC)C=C1)F (Methyl 4-(5-aminopyridin-2-yloxy)-3-fluorobenzoate), FC(C1=CC=C(C=O)C=C1)(F)F (4-trifluoromethylbenzaldehyde). Reaction SMILES: [NH2:1][C:2]1[CH:3]=[CH:4][C:5]([O:8][C:9]2[CH:18]=[CH:17][C:12]([C:13]([O:15][CH3:16])=[O:14])=[CH:11][C:10]=2[F:19])=[N:6][CH:7]=1.[F:20][C:21]([F:31])([F:30])[C:22]1[CH:29]=[CH:28][C:25]([CH:26]=O)=[CH:24][CH:23]=1>CO>[F:19][C:10]1[CH:11]=[C:12]([CH:17]=[CH:18][C:9]=1[O:8][C:5]1[CH:4]=[CH:3][C:2]([N:1]=[CH:26][C:25]2[CH:24]=[CH:23][C:22]([C:21]([F:20])([F:30])[F:31])=[CH:29][CH:28]=2)=[CH:7][N:6]=1)[C:13]([O:15][CH3:16])=[O:14]. Run in CO (methanol). Yields the product FC=1C=C(C(=O)OC)C=CC1OC1=NC=C(C=C1)N=CC1=CC=C(C=C1)C(F)(F)F (methyl 3-fluoro-4-{5-[(4-trifluoromethyl-benzylidene)amino]pyridin-2-yloxy}benzoate). Reported procedure: Methyl 4-(5-aminopyridin-2-yloxy)-3-fluorobenzoate (2.0 g, 7.63 mmol) was dissolved in methanol (50 mL). To the resulting solution was added 4-trifluoromethylbenzaldehyde (1.04 mL, 7.63 mmol), and refluxed for 6 hours. The reaction solution was cooled to room temperature, and the resulting precipitated crystals were collected by suction filtration. The collected crystals were washed with methanol, to thereby yield 2.81 g of the title compound. The reactants are C1COCCO1, CCOC(=O)c1cc2cc(C(F)(F)F)ccc2o1, [Li+], [Na+], [OH-], [OH-], O. Product: O=C(O)c1cc2cc(C(F)(F)F)ccc2o1. As a reaction SMILES: [CH2:22]1[O:23][CH2:24][CH2:25][O:26][CH2:27]1.[CH2:3]([CH3:4])[O:5][C:6](=[O:7])[c:8]1[o:9][c:10]2[c:11]([cH:12]1)[cH:13][c:14]([C:17]([F:18])([F:19])[F:20])[cH:15][cH:16]2.[Li+:1].[Na+:29].[OH-:28].[OH-:2].[OH2:21]>>[O:5]=[C:6]([OH:7])[c:8]1[o:9][c:10]2[c:11]([cH:12]1)[cH:13][c:14]([C:17]([F:18])([F:19])[F:20])[cH:15][cH:16]2. Yields the product CC1=NOC(=C1)[C@H]1N(CCC1)C (3-Methyl-5-(1-methyl-2(S)-pyrrolidinyl)isoxazole). As a reaction SMILES: Cl.NO.C1([NH:10][C:11]([CH3:21])=[CH:12][C:13]([CH:15]2[N:19]([CH3:20])[CH2:18][CH2:17][CH2:16]2)=[O:14])CCCCC1>CO>[CH3:21][C:11]1[CH:12]=[C:13]([C@@H:15]2[CH2:16][CH2:17][CH2:18][N:19]2[CH3:20])[O:14][N:10]=1 |f:0.1|. Run in CO (methanol). Reaction conditions: temperature 20 celsius, time 4 hour. Starting materials: Cl.NO (Hydroxylamine HCl), C1(CCCCC1)NC(=CC(=O)C1CCCN1C)C (3-(cyclohexylamino)-1-(1-methyl-5-pyrrolidinyl)-2-butene-1-one). Procedure: Hydroxylamine HCl (70 mg, 1.0 mmol) was added to a solution of 3-(cyclohexylamino)-1-(1-methyl-5-pyrrolidinyl)-2-butene-1-one (160 mg, 0.64 mmol, from step 12a above) in 5 mL of methanol, and the mixture was stirred at 20±5° C. for 4 hr. The solvent was removed under vacuum at 25° C., and the residue suspended in 3 mL of water and 1 mL of H2SO4. The mixture was heated to 70° C. for 90 min, then cooled to room temperature and adjusted to pH 10 with 50% NaOH (4 g). The mixture was extracted with e... Reactants: Cc1cc(Br)c(O)c(C(C)(C)C)c1, CS(C)=O, CCOCC, CI, [K+], [OH-]. Product: COc1c(Br)cc(C)cc1C(C)(C)C. As a reaction SMILES: [Br:1][c:2]1[c:3]([OH:13])[c:4]([C:9]([CH3:10])([CH3:11])[CH3:12])[cH:5][c:6]([CH3:8])[cH:7]1.[CH3:16][S:17]([CH3:18])=[O:19].[CH3:22][CH2:23][O:24][CH2:25][CH3:26].[I:20][CH3:21].[K+:15].[OH-:14]>>[Br:1][c:2]1[c:3]([O:13][CH3:16])[c:4]([C:9]([CH3:10])([CH3:11])[CH3:12])[cH:5][c:6]([CH3:8])[cH:7]1.